This data is from the Open Reaction Database (ORD), a public repository of structured organic reaction records. The task is: describe an organic reaction: reactants, conditions, products, and yield Starting materials: O (Water), OC1=C2C=C(NC2=CC=C1)C(=O)OCC (4-hydroxy 2-ethoxycarbonyl indole), C(Cl)C1CO1 (epichlorohydrine), [OH-].[Na+] (sodium hydroxide). Solvent: C(C)O (ethanol), C(C)(=O)O (acetic acid). The product is O1C(COC2=C3C=C(NC3=CC=C2)C(=O)OCC)C1 (4-(2,3-epoxy propoxy)2-ethoxycarbonyl indole). As a reaction SMILES: [OH:1][C:2]1[CH:10]=[CH:9][CH:8]=[C:7]2[C:3]=1[CH:4]=[C:5]([C:11]([O:13][CH2:14][CH3:15])=[O:12])[NH:6]2.[CH2:16]([CH:18]1[O:20][CH2:19]1)Cl.[OH-].[Na+].O>C(O)C.C(O)(=O)C>[O:20]1[CH2:19][CH:18]1[CH2:16][O:1][C:2]1[CH:10]=[CH:9][CH:8]=[C:7]2[C:3]=1[CH:4]=[C:5]([C:11]([O:13][CH2:14][CH3:15])=[O:12])[NH:6]2 |f:2.3|. Procedure: 4.2 g of 4-hydroxy 2-ethoxycarbonyl indole and 40 ml of epichlorohydrine are dissolved by heating in an inert atmosphere in 40 ml of absolute ethanol then 0.82 g of sodium hydroxide in pellet form is added and the mixture is taken to reflux for 5 hours. Water is added to the reaction mixture and it is neutralized by the addition of acetic acid. The solvents are evaporated in vacuo then extracted with methylene chloride. The organic solution is dried over sodium sulfate and the solvent is evapora... The reactants are ClC1=CC=C(C=C1)CCCCCl (1-chloro-4-(4-chlorobutyl)benzene), CN1C(=NC=C1)C (1,2-dimethyl-1H-imidazole). Run at temperature 115 celsius, time 3 hour. Product: [Cl-].ClC1=CC=C(C=C1)CCCC[N+]1=C(N(C=C1)C)C (1-[4-(4-Chlorophenyl)butyl]-2,3-dimethylimidazolium chloride), monohydrate. As a reaction SMILES: [Cl:1][C:2]1[CH:7]=[CH:6][C:5]([CH2:8][CH2:9][CH2:10][CH2:11]Cl)=[CH:4][CH:3]=1.[CH3:13][N:14]1[CH:18]=[CH:17][N:16]=[C:15]1[CH3:19]>>[Cl-:1].[Cl:1][C:2]1[CH:7]=[CH:6][C:5]([CH2:8][CH2:9][CH2:10][CH2:11][N+:16]2[CH:17]=[CH:18][N:14]([CH3:13])[C:15]=2[CH3:19])=[CH:4][CH:3]=1 |f:2.3|. Procedure details: To 4.77 g (0.023 mole) 1-chloro-4-(4-chlorobutyl)benzene add 2.23 g (0.023 mole) 1,2-dimethyl-1H-imidazole. Stir the solution for three hours at about 115° C. Follow the progress of the reaction by thin-layer chromatography on silica gel (MeOH: NaCl(1M), 92:8). At the completion of the reaction, cool to obtain an oil. Triturate the oil with petroleum ether until a solid precipitates. Recrystallize the solid from MeOH/ acetone; filter and dry in vacuo to yield the title compound as a monohydrate. Starting materials: CSC (dimethylsulfide), C1(=CC=CC=C1)[Mg]Br (phenylmagnesiumbromide), C(C1=CC=CC=C1)OC1=C(C=C(C=C1)Br)C=CC(=O)N1C(OC[C@H]1C1=CC=CC=C1)=O (3-[3-(2-Benzyloxy-5-bromophenyl)-acryloyl]-(4R)-4-phenyloxazolidin-2-one). Reagents/catalysts: [Cu]Cl (copper-(I) chloride). Run in O1CCCC1 (tetrahydrofuran), O1CCCC1 (tetrahydrofuran). Run at temperature -40 celsius, time 20 minute. The product is C(C1=CC=CC=C1)OC1=C(C=C(C=C1)Br)[C@@H](CC(=O)N1C(OC[C@H]1C1=CC=CC=C1)=O)C1=CC=CC=C1 (3-[3-(2-Benzyloxy-5-bromophenyl)-(3S)-3-phenylpropionyl]-(4R)-4-phenyloxazolidin-2-one). RXN SMILES: CSC.[C:4]1([Mg]Br)[CH:9]=[CH:8][CH:7]=[CH:6][CH:5]=1.[CH2:12]([O:19][C:20]1[CH:25]=[CH:24][C:23]([Br:26])=[CH:22][C:21]=1[CH:27]=[CH:28][C:29]([N:31]1[C@H:35]([C:36]2[CH:41]=[CH:40][CH:39]=[CH:38][CH:37]=2)[CH2:34][O:33][C:32]1=[O:42])=[O:30])[C:13]1[CH:18]=[CH:17][CH:16]=[CH:15][CH:14]=1>O1CCCC1.[Cu]Cl>[CH2:12]([O:19][C:20]1[CH:25]=[CH:24][C:23]([Br:26])=[CH:22][C:21]=1[C@H:27]([C:4]1[CH:9]=[CH:8][CH:7]=[CH:6][CH:5]=1)[CH2:28][C:29]([N:31]1[C@H:35]([C:36]2[CH:37]=[CH:38][CH:39]=[CH:40][CH:41]=2)[CH2:34][O:33][C:32]1=[O:42])=[O:30])[C:13]1[CH:18]=[CH:17][CH:16]=[CH:15][CH:14]=1. Procedure: To a precooled (−30° C.) mixture of copper-(I) chloride (21.0 g) and dimethylsulfide (45 ml) in dry tetrahydrofuran (150 ml) was added dropwise an ethereal solution of phenylmagnesiumbromide (0.3 mol). The mixture was stirred 20 min at the same temperature and then cooled to −40° C. A solution of 3-[3-(2-Benzyloxy-5-bromophenyl)-acryloyl]-(4R)-4-phenyloxazolidin-2-one (50.0 mmol) in dry tetrahydrofuran (150 ml) was added during 10 min. The cooling bath was removed and stirring was continued for ... Reactants: CCCCc1nnc(SCc2ccc([N+](=O)[O-])cc2)n1Cc1ccc(OC(c2ccccc2)c2nnn[nH]2)cc1, CC(=O)O, OO. Product: CCCCc1nnc(S(=O)Cc2ccc([N+](=O)[O-])cc2)n1Cc1ccc(OC(c2ccccc2)c2nnn[nH]2)cc1. As a reaction SMILES: [CH2:1]([CH2:2][CH2:3][CH3:4])[c:5]1[n:6][n:7][c:8]([S:30][CH2:31][c:32]2[cH:33][cH:34][c:35]([N+:38](=[O:39])[O-:40])[cH:36][cH:37]2)[n:9]1[CH2:10][c:11]1[cH:12][cH:13][c:14]([O:17][CH:18]([c:19]2[n:20][n:21][n:22][nH:23]2)[c:24]2[cH:25][cH:26][cH:27][cH:28][cH:29]2)[cH:15][cH:16]1.[CH3:43][C:44](=[O:45])[OH:46].[OH:41][OH:42]>>[CH2:1]([CH2:2][CH2:3][CH3:4])[c:5]1[n:6][n:7][c:8]([S:30]([CH2:31][c:32]2[cH:33][cH:34][c:35]([N+:38](=[O:39])[O-:40])[cH:36][cH:37]2)=[O:41])[n:9]1[CH2:10][c:11]1[cH:12][cH:13][c:14]([O:17][CH:18]([c:19]2[nH:20][n:21][n:22][n:23]2)[c:24]2[cH:25][cH:26][cH:27][cH:28][cH:29]2)[cH:15][cH:16]1. Starting materials: [BH4-], CO, NCCc1ccc(Cl)c(Cl)c1, [Na+], [Na+], [OH-], O=Cc1cc2ccccc2o1. The product is Clc1ccc(CCNCc2cc3ccccc3o2)cc1Cl. Reaction SMILES: [BH4-:23].[CH3:27][OH:28].[Cl:12][c:13]1[cH:14][c:15]([CH2:20][CH2:21][NH2:22])[cH:16][cH:17][c:18]1[Cl:19].[Na+:24].[Na+:26].[OH-:25].[o:1]1[c:2]([CH:10]=[O:11])[cH:3][c:4]2[c:5]1[cH:6][cH:7][cH:8][cH:9]2>>[o:1]1[c:2]([CH2:10][NH:22][CH2:21][CH2:20][c:15]2[cH:14][c:13]([Cl:12])[c:18]([Cl:19])[cH:17][cH:16]2)[cH:3][c:4]2[c:5]1[cH:6][cH:7][cH:8][cH:9]2. Starting materials: O=C([O-])[O-], CN=C=S, CCO, [K+], [K+], NCCSCc1ncccc1N. Product: CNC(=S)NCCSCc1ncccc1N. RXN SMILES: [C:13](=[O:14])([O-:15])[O-:16].[CH3:19][N:20]=[C:21]=[S:22].[CH3:23][CH2:24][OH:25].[K+:17].[K+:18].[NH2:1][c:2]1[c:3]([CH2:8][S:9][CH2:10][CH2:11][NH2:12])[n:4][cH:5][cH:6][cH:7]1>>[NH2:1][c:2]1[c:3]([CH2:8][S:9][CH2:10][CH2:11][NH:12][C:21]([NH:20][CH3:19])=[S:22])[n:4][cH:5][cH:6][cH:7]1. Starting materials: ClCCCC12OCC(CO1)(CO2)C (1-(3-Chloropropyl)-4-methyl-2,6,7-trioxabicyclo[2.2.2]octane), C1(=CC=CC=C1)P(C1=CC=CC=C1)C1=CC=CC=C1 (triphenylphosphine), C(=O)(O)[O-].[Na+] (NaHCO3), [Na+].[I-] (NaI). Solvent: C(C)#N (acetonitrile). The product is [I-].CC12COC(OC1)(OC2)CCC[P+](C2=CC=CC=C2)(C2=CC=CC=C2)C2=CC=CC=C2 ([3-(4-Methyl-2,6,7-trioxabicyclo[2.2.2]oct-1-yl)propyl]triphenyl phosphonium iodide). The yield is 59.7%. Reaction SMILES: Cl[CH2:2][CH2:3][CH2:4][C:5]12[O:12][CH2:11][C:8]([CH3:13])([CH2:9][O:10]1)[CH2:7][O:6]2.[C:14]1([P:20]([C:27]2[CH:32]=[CH:31][CH:30]=[CH:29][CH:28]=2)[C:21]2[CH:26]=[CH:25][CH:24]=[CH:23][CH:22]=2)[CH:19]=[CH:18][CH:17]=[CH:16][CH:15]=1.C([O-])(O)=O.[Na+].[Na+].[I-:39]>C(#N)C>[I-:39].[CH3:13][C:8]12[CH2:11][O:12][C:5]([CH2:4][CH2:3][CH2:2][P+:20]([C:21]3[CH:22]=[CH:23][CH:24]=[CH:25][CH:26]=3)([C:27]3[CH:32]=[CH:31][CH:30]=[CH:29][CH:28]=3)[C:14]3[CH:15]=[CH:16][CH:17]=[CH:18][CH:19]=3)([O:10][CH2:9]1)[O:6][CH2:7]2 |f:2.3,4.5,7.8|. Procedure: A mixture of Intermediate 22 (5 g), triphenylphosphine (33.6 g), NaHCO3 (7 g) and NaI (19.3 g) in acetonitrile (175 ml) was heated under reflux for 17 h. After cooling the inorganic solids were filtered off and washed with dichloromethane. The combined filtrates were evaporated and the residue was triturated firstly with ER (discarded) and then with CH2Cl2. The CH2Cl2 extracts were evaporated in vacuo and the residue, which solidified on trituration with ER, was crystallised from EA-acetonitrile... The reactants are C(CCC)OC(=O)C1=C(C2=C(C(=N1)C1=CC=CC=C1)C(=NS2)CBr)OC(C(C)(C)C)=O (3-bromomethyl-7-(2,2-dimethyl-propionyloxy)-4-phenyl-isothiazolo[4,5-c]pyridine-6-carboxylic acid butyl ester), N1C=CC2=CC=CC=C12 (indole), [H-].[Na+] (NaH), O (water). Solvent: CN(C)C=O (DMF). Yields the product C(CCC)OC(=O)C1=C(C2=C(C(=N1)C1=CC=CC=C1)C(=NS2)CN2C=CC1=CC=CC=C21)O (7-Hydroxy-3-indol-1-ylmethyl-4-phenyl-isothiazolo[4,5-c]pyridine-6-carboxylic acid butyl ester). The yield is 14.1%. RXN SMILES: [CH2:1]([O:5][C:6]([C:8]1[N:13]=[C:12]([C:14]2[CH:19]=[CH:18][CH:17]=[CH:16][CH:15]=2)[C:11]2[C:20]([CH2:23]Br)=[N:21][S:22][C:10]=2[C:9]=1[O:25]C(=O)C(C)(C)C)=[O:7])[CH2:2][CH2:3][CH3:4].[NH:32]1[C:40]2[C:35](=[CH:36][CH:37]=[CH:38][CH:39]=2)[CH:34]=[CH:33]1.[H-].[Na+].O>CN(C=O)C>[CH2:1]([O:5][C:6]([C:8]1[N:13]=[C:12]([C:14]2[CH:15]=[CH:16][CH:17]=[CH:18][CH:19]=2)[C:11]2[C:20]([CH2:23][N:32]3[C:40]4[C:35](=[CH:36][CH:37]=[CH:38][CH:39]=4)[CH:34]=[CH:33]3)=[N:21][S:22][C:10]=2[C:9]=1[OH:25])=[O:7])[CH2:2][CH2:3][CH3:4] |f:2.3|. Procedure: To a solution of 3-bromomethyl-7-(2,2-dimethyl-propionyloxy)-4-phenyl-isothiazolo[4,5-c]pyridine-6-carboxylic acid butyl ester (86.1 mg) in DMF (0.85 mL) at 0° C. was added indole (39.9 mg) and 60% NaH (13.6 mg). The reaction mixture was allowed to warm up to r.t. and stirred for 2 h before water (20 mL) was added. The mixture was extracted with EtOAc (4×20 mL). The combined organic phases were washed with brine and water, dried over MgSO4, and concentrated in vacuo. The residue was purified by ...